This data is from the Open Reaction Database (ORD), a public repository of structured organic reaction records. The task is: describe an organic reaction: reactants, conditions, products, and yield Reactants: O=C(c1ccc(F)cc1)C1(O)CCN(Cc2ccccc2)CC1, CO, CCOC(C)=O. Yields the product O=C(c1ccc(F)cc1)C1(O)CCNCC1. RXN SMILES: [CH2:1]([c:2]1[cH:3][cH:4][cH:5][cH:6][cH:7]1)[N:8]1[CH2:9][CH2:10][C:11]([OH:14])([C:15](=[O:16])[c:17]2[cH:18][cH:19][c:20]([F:23])[cH:21][cH:22]2)[CH2:12][CH2:13]1.[CH3:24][OH:25].[CH3:26][CH2:27][O:28][C:29](=[O:30])[CH3:31]>>[NH:8]1[CH2:9][CH2:10][C:11]([OH:14])([C:15](=[O:16])[c:17]2[cH:18][cH:19][c:20]([F:23])[cH:21][cH:22]2)[CH2:12][CH2:13]1. The reactants are CN1CCCC1=O, Cn1ccc2nc(Cl)nc(Cl)c21, [H-], [Na+], O, Cc1cc(C#N)cc(C)c1O. Yields the product Cc1cc(C#N)cc(C)c1Oc1nc(Cl)nc2ccn(C)c12. Reaction SMILES: [CH3:26][N:27]1[CH2:28][CH2:29][CH2:30][C:31]1=[O:32].[Cl:14][c:15]1[n:16][c:17]([Cl:25])[c:18]2[c:19]([n:20]1)[cH:21][cH:22][n:23]2[CH3:24].[H-:2].[Na+:1].[OH2:33].[OH:3][c:4]1[c:5]([CH3:13])[cH:6][c:7]([C:8]#[N:9])[cH:10][c:11]1[CH3:12]>>[O:3]([c:4]1[c:5]([CH3:13])[cH:6][c:7]([C:8]#[N:9])[cH:10][c:11]1[CH3:12])[c:17]1[n:16][c:15]([Cl:14])[n:20][c:19]2[c:18]1[n:23]([CH3:24])[cH:22][cH:21]2. The reactants are FC(S(=O)(=O)OC1=CC(=C(C=C1)C=1N=NC(=CC1)NC1CC(NC(C1)(C)C)(C)C)OC(F)(F)F)(F)F (4-(6-((2,2,6,6-tetramethylpiperidin-4-yl)amino)pyridazin-3-yl)-3-(trifluoromethoxy)phenyl trifluoromethanesulfonate), C(C)(=O)O.C(C)(=O)O.IC1=CC=CC=C1 (iodobenzene diacetate), C(C)(=O)O.C(C)(=O)O.IC1=CC=CC=C1 (iodobenzene diacetate). The reagents and catalysts are CC(=O)[O-].CC(=O)[O-].[Pd+2] (Pd(OAc)2). Solvent: CC(=O)O (AcOH), CC(=O)OC(=O)C (Ac2O). Conditions: temperature 75 celsius, time 4 hour. The product is FC(S(=O)(=O)OC1=CC(=C(C(=C1)OC(F)(F)F)C=1N=NC(=CC1)NC1CC(NC(C1)(C)C)(C)C)O)(F)F (3-Hydroxy-4-(6-((2,2,6,6-tetramethylpiperidin-4-yl)amino)pyridazin-3-yl)-5-(trifluoromethoxy)phenyl trifluoromethanesulfonate). Yield: 35.8%. As a reaction SMILES: [F:1][C:2]([F:36])([F:35])[S:3]([O:6][C:7]1[CH:12]=[CH:11][C:10]([C:13]2[N:14]=[N:15][C:16]([NH:19][CH:20]3[CH2:25][C:24]([CH3:27])([CH3:26])[NH:23][C:22]([CH3:29])([CH3:28])[CH2:21]3)=[CH:17][CH:18]=2)=[C:9]([O:30][C:31]([F:34])([F:33])[F:32])[CH:8]=1)(=[O:5])=[O:4].C(O)(=[O:39])C.C(O)(=O)C.IC1C=CC=CC=1>CC(O)=O.CC(OC(C)=O)=O.CC([O-])=O.CC([O-])=O.[Pd+2]>[F:36][C:2]([F:35])([F:1])[S:3]([O:6][C:7]1[CH:8]=[C:9]([O:30][C:31]([F:32])([F:33])[F:34])[C:10]([C:13]2[N:14]=[N:15][C:16]([NH:19][CH:20]3[CH2:21][C:22]([CH3:29])([CH3:28])[NH:23][C:24]([CH3:26])([CH3:27])[CH2:25]3)=[CH:17][CH:18]=2)=[C:11]([OH:39])[CH:12]=1)(=[O:4])=[O:5] |f:1.2.3,6.7.8|. Reported procedure: A mixture of 4-(6-((2,2,6,6-tetramethylpiperidin-4-yl)amino)pyridazin-3-yl)-3-(trifluoromethoxy)phenyl trifluoromethanesulfonate (86 mg, 0.16 mmol), iodobenzene diacetate (71.5 mg, 0.222 mmol) and Pd(OAc)2 (3.6 mg, 0.016 mmol) in AcOH (0.6 mL) and Ac2O (0.6 mL) was heated at 75° C. for 3 hours. The mixture was then heated at 80° C. overnight after addition of another 40 mg of iodobenzene diacetate. The reaction mixture was cooled to room temperature and concentrated. The residue was loaded onto ... Procedure: A mixture of 3.0 g (12.8 mM) of the phenyl carbamate 8, and 1.6 g (12.8 mM) of 4,6-dimethyl-2-aminopyridine in 50 ml of anhydrous DMF was heated at 55° C. for 8 hrs., cooled, and poured into 200 ml water. The resulting precipitate was collected and recrystallized from ethyl acetate to give 1.3 g of the above urea as a light yellow solid, m.p. 192°-193° C. Reactants: CN1C(NC(C1)=O)=NC(O)=O (tetrahydro-1-methyl-4-oxo-1H-imidazol-2-ylidene carbamic acid), CC1=CC(=NC(=C1)C)N (4,6-dimethyl-2-aminopyridine), O (water). Run at temperature 55 celsius. As a reaction SMILES: [CH3:1][N:2]1[CH2:6][C:5](=[O:7])[NH:4][C:3]1=[N:8][C:9](=[O:11])O.[CH3:12][C:13]1[CH:18]=[C:17]([CH3:19])[N:16]=[C:15]([NH2:20])[CH:14]=1.O>CN(C=O)C>[CH3:12][C:13]1[CH:18]=[C:17]([CH3:19])[N:16]=[C:15]([NH:20][C:9]([N:8]=[C:3]2[NH:4][C:5](=[O:7])[CH2:6][N:2]2[CH3:1])=[O:11])[CH:14]=1. Yields the product CC1=CC(=NC(=C1)C)NC(=O)N=C1N(CC(N1)=O)C (1-(4,6-Dimethyl-2-pyridinyl)-3-(tetrahydro-1-methyl-4-oxo-1H-imidazol-2-ylidene) urea). The yield is 38.0%. The solvent is CN(C)C=O (DMF).